This data is from the Open Reaction Database (ORD), a public repository of structured organic reaction records. The task is: describe an organic reaction: reactants, conditions, products, and yield As a reaction SMILES: [C:1]([O:2][C:3](=[O:4])[N:8]1[CH2:9][C:10]([OH:12])([c:13]2[n:14]([CH3:39])[c:15]3[n:16][c:17](-[n:28]4[c:29]([CH2:37][CH3:38])[n:30][c:31]5[c:32]4[cH:33][cH:34][cH:35][cH:36]5)[n:18][c:19]([N:22]4[CH2:23][CH2:24][O:25][CH2:26][CH2:27]4)[c:20]3[n:21]2)[CH2:11]1)([CH3:5])([CH3:6])[CH3:7].[Cl:47][CH2:48][Cl:49].[F:40][C:41]([F:42])([F:43])[C:44]([OH:45])=[O:46]>>[NH:8]1[CH2:9][C:10]([OH:12])([c:13]2[n:14]([CH3:39])[c:15]3[n:16][c:17](-[n:28]4[c:29]([CH2:37][CH3:38])[n:30][c:31]5[c:32]4[cH:33][cH:34][cH:35][cH:36]5)[n:18][c:19]([N:22]4[CH2:23][CH2:24][O:25][CH2:26][CH2:27]4)[c:20]3[n:21]2)[CH2:11]1. The product is CCc1nc2ccccc2n1-c1nc(N2CCOCC2)c2nc(C3(O)CNC3)n(C)c2n1. Starting materials: CCc1nc2ccccc2n1-c1nc(N2CCOCC2)c2nc(C3(O)CN(C(=O)OC(C)(C)C)C3)n(C)c2n1, ClCCl, O=C(O)C(F)(F)F. Starting materials: ClC=1C(OC(CC1O)(C1CCCC1)CCC1=CC(=C(C=C1)OC(C)C)Cl)=O (3-Chloro-6-[2-(3-chloro-4-isopropoxy-phenyl)-ethyl]-6-cyclopentyl-4-hydroxy-5,6-dihydro-pyran-2-one), N1=CC=C(C=C1)C=1NC(=NN1)S (5-Pyridin-4-yl-4H-[1,2,4]triazole-3-thiol), ClC=1C(OC(CC1O)(C1CCCC1)CCC1=CCCCC1)=O (3-Chloro-6-(2-cyclohex-1-enyl-ethyl)-6-cyclopentyl-4-hydroxy-5,6-dihydro-pyran-2-one), ClC1=CC2=C(N=C(N2)S)C=C1 (5-Chloro-benzimidazole-2-thiol). The product is ClC1=CC2=C(NC(=N2)SC=2C(OC(CC2O)(C2CCCC2)CCC2=CC(=C(C=C2)OC(C)C)Cl)=O)C=C1 (3-(5-Chloro-1H-benzoimidazol-2-ylsulfanyl)-6-[2-(3-chloro-4-isopropoxy-phenyl)-ethyl]-6-cyclopentyl-4-hydroxy-5,6-dihydro-pyran-2-one). RXN SMILES: Cl[C:2]1[C:3](=[O:27])[O:4][C:5]([CH2:14][CH2:15][C:16]2[CH:21]=[CH:20][C:19]([O:22][CH:23]([CH3:25])[CH3:24])=[C:18]([Cl:26])[CH:17]=2)([CH:9]2[CH2:13][CH2:12][CH2:11][CH2:10]2)[CH2:6][C:7]=1[OH:8].ClC1C(=O)OC(CCC2CCCCC=2)(C2CCCC2)CC=1O.[Cl:50][C:51]1[CH:60]=[CH:59][C:54]2[N:55]=[C:56]([SH:58])[NH:57][C:53]=2[CH:52]=1.N1C=CC(C2NC(S)=NN=2)=CC=1>>[Cl:50][C:51]1[CH:60]=[CH:59][C:54]2[NH:55][C:56]([S:58][C:2]3[C:3](=[O:27])[O:4][C:5]([CH2:14][CH2:15][C:16]4[CH:21]=[CH:20][C:19]([O:22][CH:23]([CH3:24])[CH3:25])=[C:18]([Cl:26])[CH:17]=4)([CH:9]4[CH2:10][CH2:11][CH2:12][CH2:13]4)[CH2:6][C:7]=3[OH:8])=[N:57][C:53]=2[CH:52]=1. Procedure: The title compound was prepared analogously to Example C(4), where 3-Chloro-6-[2-(3-chloro-4-isopropoxy-phenyl)-ethyl]-6-cyclopentyl-4-hydroxy-5,6-dihydro-pyran-2-one was substituted in place of 3-Chloro-6-(2-cyclohex-1-enyl-ethyl)-6-cyclopentyl-4-hydroxy-5,6-dihydro-pyran-2-one and 5-Chloro-benzimidazole-2-thiol was substituted in place of 5-Pyridin-4-yl-4H-[1,2,4]triazole-3-thiol of that example. Reactants: CCOCC (ether), [Br-].C(CCCCCCCCCCC)[N+]1=C(C=CC=C1)C (1-Dodecyl-2-methylpyridinium bromide), C(C)N(C1=CC=C(C=O)C=C1)CC (4-diethylaminobenzaldehyde), N1CCCCC1 (piperidine). Solvent: C(C)O (ethanol). Product: O.[Br-].C(C)N(C1=CC=C(C=CC2=[N+](C=CC=C2)CCCCCCCCCCCC)C=C1)CC.C(C)N(CC)C1=CC=C(C=CC2=[N+](C=CC=C2)CCCCCCCCCCCC)C=C1.[Br-] (2-[4-(diethylamino)styryl]-1-dodecylpyridinium bromide hemihydrate). Yield: 41.2%. As a reaction SMILES: [Br-:1].[CH2:2]([N+:14]1[CH:19]=[CH:18][CH:17]=[CH:16][C:15]=1[CH3:20])[CH2:3][CH2:4][CH2:5][CH2:6][CH2:7][CH2:8][CH2:9][CH2:10][CH2:11][CH2:12][CH3:13].[CH2:21]([N:23]([CH2:32][CH3:33])[C:24]1[CH:31]=[CH:30][C:27]([CH:28]=[O:29])=[CH:26][CH:25]=1)[CH3:22].N1CCCCC1.CCOCC>C(O)C>[OH2:29].[Br-:1].[CH2:32]([N:23]([CH2:21][CH3:22])[C:24]1[CH:31]=[CH:30][C:27]([CH:28]=[CH:20][C:15]2[CH:16]=[CH:17][CH:18]=[CH:19][N+:14]=2[CH2:2][CH2:3][CH2:4][CH2:5][CH2:6][CH2:7][CH2:8][CH2:9][CH2:10][CH2:11][CH2:12][CH3:13])=[CH:26][CH:25]=1)[CH3:33].[CH2:21]([N:23]([C:24]1[CH:25]=[CH:26][C:27]([CH:28]=[CH:20][C:15]2[CH:16]=[CH:17][CH:18]=[CH:19][N+:14]=2[CH2:2][CH2:3][CH2:4][CH2:5][CH2:6][CH2:7][CH2:8][CH2:9][CH2:10][CH2:11][CH2:12][CH3:13])=[CH:30][CH:31]=1)[CH2:32][CH3:33])[CH3:22].[Br-:1] |f:0.1,6.7.8.9.10|. Procedure details: 1-Dodecyl-2-methylpyridinium bromide (3.42 g), 0.01 mole) and 4-diethylaminobenzaldehyde (1.9 g), 0.011 mole) were refluxed in ethanol (15 ml) in the presence of piperidine (0.2 ml) under nitrogen for two hours. The solution was cooled and ether was added when an orange solid crystallised which was collected giving 2-[4-(diethylamino)styryl]-1-dodecylpyridinium bromide hemihydrate, (2.1 g), melting point 199°-200° C. Starting materials: C[S-], CN(C)C=O, Cc1oc2c([N+](=O)[O-])cccc2c1CCl, [Na+], O. Yields the product CSCc1c(C)oc2c([N+](=O)[O-])cccc12. Reaction SMILES: [CH3:16][S-:17].[CH3:20][N:21]([CH3:22])[CH:23]=[O:24].[Cl:1][CH2:2][c:3]1[c:4]2[c:5]([o:6][c:7]1[CH3:8])[c:9]([N+:13](=[O:14])[O-:15])[cH:10][cH:11][cH:12]2.[Na+:18].[OH2:19]>>[CH2:2]([c:3]1[c:4]2[c:5]([o:6][c:7]1[CH3:8])[c:9]([N+:13](=[O:14])[O-:15])[cH:10][cH:11][cH:12]2)[S:17][CH3:16]. Starting materials: ClC1=NC=CC(=N1)C#CC1=CC=C(C=C1)F (2-chloro-4-(4-fluoro-phenylethynyl)-pyrimidine). The solvent is C(C)(C)N (iso-propylamine), O (water). The product is C(C)(C)NC1=NC=CC(=N1)C#CC1=CC=C(C=C1)F (2-iso-Propylamino-4-[4-fluoro-phenylethynyl]pyrimidine). As a reaction SMILES: Cl[C:2]1[N:7]=[C:6]([C:8]#[C:9][C:10]2[CH:15]=[CH:14][C:13]([F:16])=[CH:12][CH:11]=2)[CH:5]=[CH:4][N:3]=1>C(N)(C)C.O>[CH:6]([NH:7][C:2]1[N:7]=[C:6]([C:8]#[C:9][C:10]2[CH:15]=[CH:14][C:13]([F:16])=[CH:12][CH:11]=2)[CH:5]=[CH:4][N:3]=1)([CH3:8])[CH3:5]. Procedure: A solution of 2-chloro-4-(4-fluoro-phenylethynyl)-pyrimidine (1 equiv.) in iso-propylamine (0.2 M) is heated at 35° C. for 24 h. The mixture is cooled to rt, diluted with water, and extracted with EtOAc. The organic layer is concentrated and the residue purified by column chromatography to provide the title compound.